This data is from the Open Reaction Database (ORD), a public repository of structured organic reaction records. The task is: describe an organic reaction: reactants, conditions, products, and yield Starting materials: O=C1Nc2ccc(Br)cc2C1=O, CC(=O)O, COC(=O)c1cccc(OCC(=O)NN)c1. The product is COC(=O)c1cccc(OCC(=O)NN=C2C(=O)Nc3ccc(Br)cc32)c1. As a reaction SMILES: [Br:1][c:2]1[cH:3][c:4]2[c:8]([cH:9][cH:10]1)[NH:7][C:6](=[O:11])[C:5]2=[O:12].[CH3:29][C:30](=[O:31])[OH:32].[NH:13]([NH2:14])[C:15]([CH2:16][O:17][c:18]1[cH:19][c:20]([C:21](=[O:22])[O:23][CH3:24])[cH:25][cH:26][cH:27]1)=[O:28]>>[Br:1][c:2]1[cH:3][c:4]2[c:8]([cH:9][cH:10]1)[NH:7][C:6](=[O:11])[C:5]2=[N:14][NH:13][C:15]([CH2:16][O:17][c:18]1[cH:19][c:20]([C:21](=[O:22])[O:23][CH3:24])[cH:25][cH:26][cH:27]1)=[O:28].